Dataset: the Open Reaction Database (ORD), a public repository of structured organic reaction records. Task: describe an organic reaction: reactants, conditions, products, and yield Reactants: NC=1SC=2CCNCCC2N1 (2-amino-4,5,7,8-tetrahydro-6H-thiazolo[5,4-d]azepine), C([O-])([O-])=O.[K+].[K+] (potassium carbonate), C(#N)C1=CC=C(C=CCBr)C=C1 (4-cyano-cinnamyl bromide). The solvent is CN(C=O)C (dimethylformamide). Yields the product NC=1SC=2CCN(CCC2N1)C\C=C\C1=CC=C(C=C1)C#N ((E)-2-Amino-6-(3-(4-cyano-phenyl)allyl)-4,5,7,8-tetrahydro-6H-thiazolo[5,4-d]azepine). Isolated yield 49.0%. RXN SMILES: [NH2:1][C:2]1[S:3][C:4]2[CH2:5][CH2:6][NH:7][CH2:8][CH2:9][C:10]=2[N:11]=1.C(=O)([O-])[O-].[K+].[K+].[C:18]([C:20]1[CH:29]=[CH:28][C:23]([CH:24]=[CH:25][CH2:26]Br)=[CH:22][CH:21]=1)#[N:19]>CN(C)C=O>[NH2:1][C:2]1[S:3][C:4]2[CH2:5][CH2:6][N:7]([CH2:26]/[CH:25]=[CH:24]/[C:23]3[CH:22]=[CH:21][C:20]([C:18]#[N:19])=[CH:29][CH:28]=3)[CH2:8][CH2:9][C:10]=2[N:11]=1 |f:1.2.3|. Reported procedure: Prepared analogously to Example 1 from 2-amino-4,5,7,8-tetrahydro-6H-thiazolo[5,4-d]azepine, potassium carbonate and 4-cyano-cinnamyl bromide (melting point: 79°-82° C.) in anhydrous dimethylformamide for one hour at 20° C. After the dimethylformamide has been distilled off in vacuo, the evaporation residue is distributed between ethyl acetate and water. After drying, filtering and evaporation of the organic phase, the evaporation residue is crystallised from acetone and the crystals are washed ...